This data is from the Open Reaction Database (ORD), a public repository of structured organic reaction records. The task is: describe an organic reaction: reactants, conditions, products, and yield Reactants: FC1=CC=C(C=C1)C1=NNC=C1C1=CC(=NC=C1)C(=O)N (4-[3-(4-fluorophenyl)-1H-pyrazol-4-yl]-2-pyridinecarboxamide), COC(N(C)C)OC (N,N-dimethylformamide dimethyl acetal). Solvent: CO (methanol). Run at time 8 hour. The product is FC1=CC=C(C=C1)C1=NNC=C1C1=CC(=NC=C1)C(=O)OC (methyl 4-[3-(4-fluorophenyl)-1H-pyrazol-4-yl]-2-pyridinecarboxylate). The yield is 69.0%. RXN SMILES: [F:1][C:2]1[CH:7]=[CH:6][C:5]([C:8]2[C:12]([C:13]3[CH:18]=[CH:17][N:16]=[C:15](C(N)=O)[CH:14]=3)=[CH:11][NH:10][N:9]=2)=[CH:4][CH:3]=1.C[O:23][CH:24]([O:28][CH3:29])N(C)C>CO>[F:1][C:2]1[CH:3]=[CH:4][C:5]([C:8]2[C:12]([C:13]3[CH:18]=[CH:17][N:16]=[C:15]([C:24]([O:28][CH3:29])=[O:23])[CH:14]=3)=[CH:11][NH:10][N:9]=2)=[CH:6][CH:7]=1. Procedure: To a suspension of 4-[3-(4-fluorophenyl)-1H-pyrazol-4-yl]-2-pyridinecarboxamide prepared as set forth in Example A-223 (2.9 g, 0.01 mol) in 50 mL of methanol was added N,N-dimethylformamide dimethyl acetal (3.67 g, 0.03 mol) dropwise. The reaction mixture was stirred at room temperature overnight and heated at reflux for 4 hours. After cooling, the precipitate was collected by filtration and air-dried to give 2.0 g of methyl 4-[3-(4-fluorophenyl)-1H-pyrazol-4-yl]-2-pyridinecarboxylate as a white... Starting materials: ClS(=O)(=O)O (chlorosulphonic acid), CC1OC2=C(C1)C=CC=C2C(=O)O (2-methyl-2,3-dihydrobenzofuran-7-carboxylic acid). Conditions: temperature 0 celsius. The product is ClS(=O)(=O)C=1C=C(C2=C(CC(O2)C)C1)C(=O)O (5-Chlorosulphonyl-2-methyl-2,3-dihydrobenzofuran-7-carboxylic acid). RXN SMILES: [Cl:1][S:2]([OH:5])(=O)=[O:3].[CH3:6][CH:7]1[CH2:11][C:10]2[CH:12]=[CH:13][CH:14]=[C:15]([C:16]([OH:18])=[O:17])[C:9]=2[O:8]1>>[Cl:1][S:2]([C:13]1[CH:14]=[C:15]([C:16]([OH:18])=[O:17])[C:9]2[O:8][CH:7]([CH3:6])[CH2:11][C:10]=2[CH:12]=1)(=[O:5])=[O:3]. Procedure: 630 g of chlorosulphonic acid were introduced into a 1-liter round-bottomed flask. The contents were cooled to 0° C. and 160 g of finely ground 2-methyl-2,3-dihydrobenzofuran-7-carboxylic acid were then added in portions, maintaining the temperature between 0° and 5° C. by cooling in an ice bath.